This data is from the Open Reaction Database (ORD), a public repository of structured organic reaction records. The task is: describe an organic reaction: reactants, conditions, products, and yield Product: ClC=1C=CC2=C(C(=C(S2)S(=O)(=O)NC=2C=C(C(=O)O)C=CC2)C)C1 (3-{[(5-Chloro-3-methyl-1-benzothien-2-yl)sulfonyl]amino}benzoic acid). Run in CO (MeOH). The yield is 94.1%. As a reaction SMILES: [OH-].[K+].[Cl:3][C:4]1[CH:5]=[CH:6][C:7]2[S:11][C:10]([S:12]([NH:15][C:16]3[CH:17]=[C:18]([CH:23]=[CH:24][CH:25]=3)[C:19]([O:21]C)=[O:20])(=[O:14])=[O:13])=[C:9]([CH3:26])[C:8]=2[CH:27]=1>CO>[Cl:3][C:4]1[CH:5]=[CH:6][C:7]2[S:11][C:10]([S:12]([NH:15][C:16]3[CH:17]=[C:18]([CH:23]=[CH:24][CH:25]=3)[C:19]([OH:21])=[O:20])(=[O:14])=[O:13])=[C:9]([CH3:26])[C:8]=2[CH:27]=1 |f:0.1|. Run at temperature 50 celsius, time 1.5 hour. Reactants: [OH-].[K+] (KOH), ClC=1C=CC2=C(C(=C(S2)S(=O)(=O)NC=2C=C(C(=O)OC)C=CC2)C)C1 (methyl 3-{[(5-chloro-3-methyl-1-benzothien-2-yl)sulfonyl]amino}benzoate). Procedure: 1.7 M aq. KOH (5 mL) was added to a slurry of methyl 3-{[(5-chloro-3-methyl-1-benzothien-2-yl)sulfonyl]amino}benzoate (400 mg, 1.01 mmol) in MeOH (5 mL). The reaction mixture was stirred at 50° C. for 1.5 h. After removal of the MeOH under reduced pressure, the remaining aqueous solution was acidified to pH 3 by addition of ortho-phosphoric acid. The precipitate was collected, washed with water and dried giving the title compound as an off-white solid (363 mg, 91%). 1H NMR (500 MHz, MeOH-d4) δ p... The product is Cc1ccc(C)c(CCCBr)c1. Starting materials: O=C1CCC(=O)N1Br, ClCCl, Cc1ccc(C)c(CCCO)c1, O, c1ccc(P(c2ccccc2)c2ccccc2)cc1. RXN SMILES: [Br:32][N:33]1[C:34](=[O:35])[CH2:36][CH2:37][C:38]1=[O:39].[CH2:41]([Cl:42])[Cl:43].[CH3:1][c:2]1[c:3]([CH2:9][CH2:10][CH2:11][OH:12])[cH:4][c:5]([CH3:8])[cH:6][cH:7]1.[OH2:40].[c:13]1([P:14]([c:15]2[cH:16][cH:17][cH:18][cH:19][cH:20]2)[c:21]2[cH:22][cH:23][cH:24][cH:25][cH:26]2)[cH:27][cH:28][cH:29][cH:30][cH:31]1>>[CH3:1][c:2]1[c:3]([CH2:9][CH2:10][CH2:11][Br:32])[cH:4][c:5]([CH3:8])[cH:6][cH:7]1. Starting materials: COC(COC1=C2CCCC2=C(C=C1)SCC1=CC=C(C=C1)OCC1=CC=C(C=C1)OC(F)(F)F)=O ({7-[4-(4-Trifluoromethoxy-benzyloxy)-benzylsulfanyl]-indan-4-yloxy}-acetic acid methyl ester), [K+].[Br-] (KBr). Yields the product FC(OC1=CC=C(COC2=CC=C(CSC=3C=CC(=C4CCCC34)OCC(=O)O)C=C2)C=C1)(F)F ({7-[4-(4-Trifluoromethoxy-benzyloxy)-benzylsulfanyl]-indan-4-yloxy}-acetic acid). As a reaction SMILES: C[O:2][C:3](=[O:36])[CH2:4][O:5][C:6]1[CH:14]=[CH:13][C:12]([S:15][CH2:16][C:17]2[CH:22]=[CH:21][C:20]([O:23][CH2:24][C:25]3[CH:30]=[CH:29][C:28]([O:31][C:32]([F:35])([F:34])[F:33])=[CH:27][CH:26]=3)=[CH:19][CH:18]=2)=[C:11]2[C:7]=1[CH2:8][CH2:9][CH2:10]2.[K+].[Br-]>>[F:34][C:32]([F:33])([F:35])[O:31][C:28]1[CH:29]=[CH:30][C:25]([CH2:24][O:23][C:20]2[CH:19]=[CH:18][C:17]([CH2:16][S:15][C:12]3[CH:13]=[CH:14][C:6]([O:5][CH2:4][C:3]([OH:36])=[O:2])=[C:7]4[C:11]=3[CH2:10][CH2:9][CH2:8]4)=[CH:22][CH:21]=2)=[CH:26][CH:27]=1 |f:1.2|. Procedure details: The title compound was prepared in the manner analogous to Example 1 using 75D. mp 140-142° C.; IR (KBr) cm−1: 3072, 3043, 1724, 1511, 1226, 1156; 400 MHz 1H NMR (DMSO-d6): δ 12.95 (br(s), 1H), 7.47-7.57 (m, 2H), 7.29-7.39 (m, 2H), 7.00-7.16 (m, 3H), 6.81-6.91 (m, 2H), 6.56 (d, 1H, J=8.5 Hz), 5.05 (s, 2H), 4.61 (s, 2H), 3.94 (s, 2H), 2.75 (t, 2H, J=7.4 Hz), 2.67 (t, 2H, J=7.4 Hz), 1.88 (pentet, 2H) MS m/z 503 (M−1). Anal. Calc'd for C26H23F3O5S: C, 61.90; H, 4.60. found: C, 61.53; H, 4.36. Reactants: O=C([O-])[O-], Cc1ccc(C2CCCN(C(=O)OCc3ccccc3)C2)cc1O, CCOC(=O)C(C)(C)Br, CN(C)C=O, [Cs+], [Cs+], O. The product is CCOC(=O)C(C)(C)Oc1cc(C2CCCN(C(=O)OCc3ccccc3)C2)ccc1C. Reaction SMILES: [C:25](=[O:26])([O-:27])[O-:28].[CH2:1]([c:2]1[cH:3][cH:4][cH:5][cH:6][cH:7]1)[O:8][C:9](=[O:10])[N:11]1[CH2:12][CH:13]([c:17]2[cH:18][c:19]([OH:24])[c:20]([CH3:23])[cH:21][cH:22]2)[CH2:14][CH2:15][CH2:16]1.[CH2:31]([CH3:32])[O:33][C:34]([C:35]([CH3:36])([CH3:37])[Br:38])=[O:39].[CH3:40][N:41]([CH3:42])[CH:43]=[O:44].[Cs+:29].[Cs+:30].[OH2:45]>>[CH2:1]([c:2]1[cH:3][cH:4][cH:5][cH:6][cH:7]1)[O:8][C:9](=[O:10])[N:11]1[CH2:12][CH:13]([c:17]2[cH:18][c:19]([O:24][C:35]([C:34]([O:33][CH2:31][CH3:32])=[O:39])([CH3:36])[CH3:37])[c:20]([CH3:23])[cH:21][cH:22]2)[CH2:14][CH2:15][CH2:16]1. The reactants are IC (iodomethane), CSC (dimethyl sulphide), CC(C(C=CC1=CC=C(C=C1)C1OCCO1)=O)(C)C (4,4-dimethyl-1-[4-(1,3-dioxolan-2-yl)-phenyl]-1-penten-3-one), O (water), potassium tert.-butylate. The solvent is CS(=O)C (dimethylsulphoxide), O1CCCC1 (tetrahydrofuran). Run at time 8 hour. The product is O1C(OCC1)C1=CC=C(C=C1)C=CC1(OC1)C(C)(C)C (2-{2-[4-(1,3-dioxolan-2-yl)-phenyl]-ethenyl} -2-tert.-butyl-oxirane). Yield: 93.3%. RXN SMILES: I[CH3:2].CSC.[CH3:6][C:7]([CH3:24])([CH3:23])[C:8](=[O:22])[CH:9]=[CH:10][C:11]1[CH:16]=[CH:15][C:14]([CH:17]2[O:21][CH2:20][CH2:19][O:18]2)=[CH:13][CH:12]=1.O>CS(C)=O.O1CCCC1>[O:21]1[CH2:20][CH2:19][O:18][CH:17]1[C:14]1[CH:15]=[CH:16][C:11]([CH:10]=[CH:9][C:8]2([C:7]([CH3:24])([CH3:23])[CH3:6])[CH2:2][O:22]2)=[CH:12][CH:13]=1. Procedure details: 8.1 g (0.13 mol) of iodomethane are slowly added dropwise to a solution of 9.9 ml (0.135 mol) of dimethyl sulphide in 75 ml of absolute dimethylsulphoxide and 35 ml of absolute tetrahydrofuran, during which the internal temperature must not rise above 35° C. This suspension is subsequently stirred at room temperature overnight, and 15.7 g (0.14 mol) of potassium tert.-butylate are then added in portions. The mixture is subsequently stirred at room temperature for 30 minutes and cooled to 0° C., ...